Dataset: the Open Reaction Database (ORD), a public repository of structured organic reaction records. Task: describe an organic reaction: reactants, conditions, products, and yield Starting materials: C[O-], CO, COC(=O)CC(C)C[N+](=O)[O-], [Cl-], [Na+], [Na+], [OH-]. Yields the product COC(=O)CC(C)C=O. RXN SMILES: [CH3:12][O-:13].[CH3:18][OH:19].[CH3:1][CH:2]([CH2:3][C:4](=[O:5])[O:6][CH3:7])[CH2:8][N+:9]([O-:10])=[O:11].[Cl-:15].[Na+:14].[Na+:17].[OH-:16]>>[CH3:1][CH:2]([CH2:3][C:4](=[O:5])[O:6][CH3:7])[CH:8]=[O:13]. Starting materials: C(C)(C)(C)OC(NCCOC1=C(N=C(C2=CC(=CC=C12)F)OCC1=CC=CC=C1)C1=CC(=C(C=C1)Cl)Cl)=O ({2-[1-Benzyloxy-3-(3,4-dichloro-phenyl)-7-fluoro-isoquinolin-4-yloxy]-ethyl}-carbamic acid tert-butyl ester), FC(C(=O)O)(F)F.C(Cl)Cl (trifluoroacetic acid DCM). Product: FC(C(=O)O)(F)F.NCCOC1=C(NC(C2=CC(=CC=C12)F)=O)C1=CC(=C(C=C1)Cl)Cl (4-(2-Amino-ethoxy)-3-(3,4-dichloro-phenyl)-7-fluoro-2H-isoquinolin-1-one trifluoroacetate). Yield: 76.0%. Reaction SMILES: C(OC(=O)[NH:7][CH2:8][CH2:9][O:10][C:11]1[C:20]2[C:15](=[CH:16][C:17]([F:21])=[CH:18][CH:19]=2)[C:14]([O:22]CC2C=CC=CC=2)=[N:13][C:12]=1[C:30]1[CH:35]=[CH:34][C:33]([Cl:36])=[C:32]([Cl:37])[CH:31]=1)(C)(C)C.[F:39][C:40]([F:45])([F:44])[C:41]([OH:43])=[O:42].C(Cl)Cl>>[F:39][C:40]([F:45])([F:44])[C:41]([OH:43])=[O:42].[NH2:7][CH2:8][CH2:9][O:10][C:11]1[C:20]2[C:15](=[CH:16][C:17]([F:21])=[CH:18][CH:19]=2)[C:14](=[O:22])[NH:13][C:12]=1[C:30]1[CH:35]=[CH:34][C:33]([Cl:36])=[C:32]([Cl:37])[CH:31]=1 |f:1.2,3.4|. Procedure details: {2-[1-Benzyloxy-3-(3,4-dichloro-phenyl)-7-fluoro-isoquinolin-4-yloxy]-ethyl}-carbamic acid tert-butyl ester (85 mg, 0.15 mmol) was treated with trifluoroacetic acid/DCM=1:10 (4.5 mL) and stirred for 8 hs at RT. The reaction mixture was then concentrated under reduced pressure. The resulting crude was taken up with diethyl ether and filtered, thus affording 55 mg of the title compound (76% yield) as a white solid. Conditions: temperature 160 celsius. Starting materials: N1N=CN=C1 (1,2,4-triazole), BrC1=CC=C(C=C1)S(=O)(=O)C1CCN(CC1)CCC1=C(C=C(C=C1)F)F (4-(4-bromophenylsulphonyl)-1-[2-(2,4-difluorophenyl)ethyl]piperidine), [H-].[Na+] (sodium hydride), O.C(Cl)Cl (water CH2Cl2). RXN SMILES: [NH:1]1[CH:5]=[N:4][CH:3]=[N:2]1.Br[C:7]1[CH:12]=[CH:11][C:10]([S:13]([CH:16]2[CH2:21][CH2:20][N:19]([CH2:22][CH2:23][C:24]3[CH:29]=[CH:28][C:27]([F:30])=[CH:26][C:25]=3[F:31])[CH2:18][CH2:17]2)(=[O:15])=[O:14])=[CH:9][CH:8]=1.[H-].[Na+].O.C(Cl)Cl>CN1C(=O)CCC1.[Cu].CCCCCC.CCOC(C)=O>[F:31][C:25]1[CH:26]=[C:27]([F:30])[CH:28]=[CH:29][C:24]=1[CH2:23][CH2:22][N:19]1[CH2:18][CH2:17][CH:16]([S:13]([C:10]2[CH:11]=[CH:12][C:7]([N:1]3[CH:5]=[N:4][CH:3]=[N:2]3)=[CH:8][CH:9]=2)(=[O:15])=[O:14])[CH2:21][CH2:20]1 |f:2.3,4.5,8.9|. Reagents/catalysts: [Cu] (copper bronze). Yields the product FC1=C(C=CC(=C1)F)CCN1CCC(CC1)S(=O)(=O)C1=CC=C(C=C1)N1N=CN=C1 (1-[2-(2,4-Difluorophenyl)ethyl]-4-[4-(1,2,4-triazol-1-yl)phenylsulphonyl]piperidine). Run in CN1CCCC1=O (NMP), CCCCCC.CCOC(=O)C (hexane EtOAc). The yield is 48.2%. Procedure: A mixture of 1,2,4-triazole (0.175 g, 2.5 mmol), 4-(4-bromophenylsulphonyl)-1-[2-(2,4-difluorophenyl)ethyl]piperidine (0.54 g, 1.2 mmol), copper bronze (80 mg) and sodium hydride (60%, 100 mg, 2.5 mmol) in NMP (3 ml) was heated under nitrogen at 160° C. for 16 h while stirring. The hot solution was poured into water/CH2Cl2 (10/20 ml) and further extracted into CH2Cl2. The combined organic phase was washed with water, dried (Na2SO4) and evaporated to yield a syrup. Column chromatography [silica, ...